Dataset: the Open Reaction Database (ORD), a public repository of structured organic reaction records. Task: describe an organic reaction: reactants, conditions, products, and yield Starting materials: Cl.NCC(=O)NC(C1=CC=CC=C1)C1=CC=C(C=C1)Cl (rac-2-amino-N-[(4-chloro-phenyl)-phenyl-methyl]-acetamide hydrochloride), CCN(C(C)C)C(C)C (DIPEA), C(C1=CC=CC=C1)N=C=O (benzylisocyanate). Solvent: O1CCOCC1 (dioxane). Reaction conditions: time 48 hour. Product: C(C1=CC=CC=C1)NC(NCC(=O)NC(C1=CC=CC=C1)C1=CC=C(C=C1)Cl)=O (rac-2-(3-Benzyl-ureido)-N-[(4-chloro-phenyl)-phenyl-methyl]-acetamide). The yield is 93.0%. RXN SMILES: Cl.[NH2:2][CH2:3][C:4]([NH:6][CH:7]([C:14]1[CH:19]=[CH:18][C:17]([Cl:20])=[CH:16][CH:15]=1)[C:8]1[CH:13]=[CH:12][CH:11]=[CH:10][CH:9]=1)=[O:5].CCN(C(C)C)C(C)C.[CH2:30]([N:37]=[C:38]=[O:39])[C:31]1[CH:36]=[CH:35][CH:34]=[CH:33][CH:32]=1>O1CCOCC1>[CH2:30]([NH:37][C:38](=[O:39])[NH:2][CH2:3][C:4]([NH:6][CH:7]([C:14]1[CH:19]=[CH:18][C:17]([Cl:20])=[CH:16][CH:15]=1)[C:8]1[CH:13]=[CH:12][CH:11]=[CH:10][CH:9]=1)=[O:5])[C:31]1[CH:36]=[CH:35][CH:34]=[CH:33][CH:32]=1 |f:0.1|. Reported procedure: A solution of 0.2 mmol rac-2-amino-N-[(4-chloro-phenyl)-phenyl-methyl]-acetamide hydrochloride (Example 3.1) and 0.28 mmol of DIPEA in 2 ml of dioxane was treated with 0.2 mmol of benzylisocyanate. The mixture was stirred at room temperature for 48 hours, concentrated and diluted with diethyl ether. The solid was filtered off, dissolved in dichloromethane and extracted 2 times with a diluted solution of citric acid. The organic phase was dried and concentrated. The residue was triturated with di... Reactants: [BH-](OC(=O)C)(OC(=O)C)OC(=O)C.[Na+] (NaBH(OAc)3), C(=O)C1=C(C=C(C=C1OC)C(F)(F)F)C=1C=CC(=NC1)C(=O)NCCC(=O)OCC (ethyl 3-(5-(2-formyl-3-methoxy-5-(trifluoromethyl)phenyl)picolinamido)propanoate), ClC1=C(C=CC(=C1)N)C1=CC=C(C=C1)C(F)(F)F (2-chloro-4′-(trifluoromethyl)-[1,1-biphenyl]-4-amine), CC(=O)O (HOAc). Solvent: C(Cl)Cl (DCM), ClCCCl (DCE). Product: ClC1=C(C=CC(=C1)NCC1=C(C=C(C=C1OC)C(F)(F)F)C=1C=CC(=NC1)C(=O)NCCC(=O)OCC)C1=CC=C(C=C1)C(F)(F)F (ethyl 3-(5-(2-(((2-chloro-4′-(trifluoromethyl)-[1,1′-biphenyl]-4-yl)amino)methyl)-3-methoxy-5-(trifluoromethyl)phenyl)picolinamido)propanoate). RXN SMILES: [BH-](OC(C)=O)(OC(C)=O)OC(C)=O.[Na+].[CH:15]([C:17]1[C:22]([O:23][CH3:24])=[CH:21][C:20]([C:25]([F:28])([F:27])[F:26])=[CH:19][C:18]=1[C:29]1[CH:30]=[CH:31][C:32]([C:35]([NH:37][CH2:38][CH2:39][C:40]([O:42][CH2:43][CH3:44])=[O:41])=[O:36])=[N:33][CH:34]=1)=O.[Cl:45][C:46]1[CH:51]=[C:50]([NH2:52])[CH:49]=[CH:48][C:47]=1[C:53]1[CH:58]=[CH:57][C:56]([C:59]([F:62])([F:61])[F:60])=[CH:55][CH:54]=1.CC(O)=O>C(Cl)Cl.ClCCCl>[Cl:45][C:46]1[CH:51]=[C:50]([NH:52][CH2:15][C:17]2[C:22]([O:23][CH3:24])=[CH:21][C:20]([C:25]([F:28])([F:27])[F:26])=[CH:19][C:18]=2[C:29]2[CH:30]=[CH:31][C:32]([C:35]([NH:37][CH2:38][CH2:39][C:40]([O:42][CH2:43][CH3:44])=[O:41])=[O:36])=[N:33][CH:34]=2)[CH:49]=[CH:48][C:47]=1[C:53]1[CH:58]=[CH:57][C:56]([C:59]([F:60])([F:61])[F:62])=[CH:55][CH:54]=1 |f:0.1|. Procedure details: Solid NaBH(OAc)3 (74 mg, 0.35 mmol) was added to a DCE solution (1 mL) of ethyl 3-(5-(2-formyl-3-methoxy-5-(trifluoromethyl)phenyl)picolinamido)propanoate (98 mg, 0.23 mmol), 2-chloro-4′-(trifluoromethyl)-[1,1-biphenyl]-4-amine (63 mg, 0.23 mmol) and HOAc (0.01 mL, 0.23 mmol) the resulting mixture was stirred at room temperature. After 16 h the resulting mixture diluted with DCM and washed with saturated aqueous NaHCO3 and water. The organic layer was dried (Na2SO4), concentrated and purified vi... Starting materials: CC(=O)c1ccc(-c2ccccc2NC(=O)c2c(C)nn(C)c2F)cc1, CON, CC(=O)[O-], CO, Cl, [Na+], O. The product is CON=C(C)c1ccc(-c2ccccc2NC(=O)c2c(C)nn(C)c2F)cc1. As a reaction SMILES: [C:1]([CH3:2])(=[O:3])[c:4]1[cH:5][cH:6][c:7](-[c:10]2[c:11]([NH:16][C:17](=[O:18])[c:19]3[c:20]([CH3:26])[n:21][n:22]([CH3:25])[c:23]3[F:24])[cH:12][cH:13][cH:14][cH:15]2)[cH:8][cH:9]1.[CH3:28][O:29][NH2:30].[CH3:32][C:33](=[O:34])[O-:35].[CH3:36][OH:37].[ClH:27].[Na+:31].[OH2:38]>>[C:1]([CH3:2])([c:4]1[cH:5][cH:6][c:7](-[c:10]2[c:11]([NH:16][C:17](=[O:18])[c:19]3[c:20]([CH3:26])[n:21][n:22]([CH3:25])[c:23]3[F:24])[cH:12][cH:13][cH:14][cH:15]2)[cH:8][cH:9]1)=[N:30][O:29][CH3:28]. The reactants are N(=[N+]=[N-])C(C)(C)C1=CC(=CC=C1)OC (1-(1-azido-1-methylethyl)-3-methoxybenzene). Reagents/catalysts: [Ni] (Raney nickel). The solvent is C(C)O (ethanol). Conditions: time 24 hour. Yields the product COC=1C=C(C=CC1)C(C)(C)N (1-(3-methoxyphenyl)-1-methylethylamine). The yield is 60.9%. Reaction SMILES: [N:1]([C:4]([C:7]1[CH:12]=[CH:11][CH:10]=[C:9]([O:13][CH3:14])[CH:8]=1)([CH3:6])[CH3:5])=[N+]=[N-]>[Ni].C(O)C>[CH3:14][O:13][C:9]1[CH:8]=[C:7]([C:4]([NH2:1])([CH3:5])[CH3:6])[CH:12]=[CH:11][CH:10]=1. Procedure: A mixture of 1-(1-azido-1-methylethyl)-3-methoxybenzene (34.1 g, 178 mmols), Raney nickel (100 g) and ethanol (300 ml) was stirred at room temperature for 24 hours. The catalyst was removed through decantation, and the resulting supernatant was concentrated under reduced pressure. 1 N hydrochloric acid was added to the residue, which was then washed with diethyl ether. After neutralized, the aqueous layer was made alkaline with sodium hydroxide added thereto, and extracted with ethyl acetate. Th... Yields the product C(C1=CC=CC=C1)N1C(SC2=C(C1=O)C=CC=N2)=NC2=CC=CC=C2 (3-benzyl-2-phenylimino-2,3-dihydro-4H-pyrido[3,2-e]-1,3-thiazin-4-one). The reactants are N(C1=CC=CC=C1)C=1SC2=C(C(N1)=O)C=CC=N2 (2-anilino-4H-pyrido[3,2-e]-1,3-thiazin-4-one), [H-].[Li+] (lithium hydride), C(C1=CC=CC=C1)Br (benzyl bromide). Procedure: The reaction procedure of Example 11 was followed except that 150 mg of 2-anilino-4H-pyrido[3,2-e]-1,3-thiazin-4-one, 6 mg of lithium hydride and 0.070 ml of benzyl bromide were used. As a result, 130 mg of 3-benzyl-2-phenylimino-2,3-dihydro-4H-pyrido[3,2-e]-1,3-thiazin-4-one was obtained. As a reaction SMILES: [NH:1]([C:8]1[S:9][C:10]2[N:18]=[CH:17][CH:16]=[CH:15][C:11]=2[C:12](=[O:14])[N:13]=1)[C:2]1[CH:7]=[CH:6][CH:5]=[CH:4][CH:3]=1.[H-].[Li+].[CH2:21](Br)[C:22]1[CH:27]=[CH:26][CH:25]=[CH:24][CH:23]=1>>[CH2:21]([N:13]1[C:12](=[O:14])[C:11]2[CH:15]=[CH:16][CH:17]=[N:18][C:10]=2[S:9][C:8]1=[N:1][C:2]1[CH:3]=[CH:4][CH:5]=[CH:6][CH:7]=1)[C:22]1[CH:27]=[CH:26][CH:25]=[CH:24][CH:23]=1 |f:1.2|.